The task is: describe an organic reaction: reactants, conditions, products, and yield. This data is from the Open Reaction Database (ORD), a public repository of structured organic reaction records. The reactants are [H-].[Na+] (sodium hydride), O1C(=NCC1)C1=CC(=C(C=C1)C1=CC=C(C=C1)C(=O)O)C (4'-(4,5-Dihydrooxazol-2-yl)-2'-methylbiphenyl-4-carboxylic acid), IC (iodomethane). The solvent is C(C)(=O)OCC (ethyl acetate), CN(C)C=O (DMF). Reaction conditions: time 30 minute. Yields the product O1C(=NCC1)C1=CC(=C(C=C1)C1=CC=C(C=C1)C(=O)OC)C (Methyl 4'-(4,5-dihydrooxazol-2-yl)-2'-methylbiphenyl-4-carboxylate). Isolated yield 15.4%. Reaction SMILES: [O:1]1[CH2:5][CH2:4][N:3]=[C:2]1[C:6]1[CH:11]=[CH:10][C:9]([C:12]2[CH:17]=[CH:16][C:15]([C:18]([OH:20])=[O:19])=[CH:14][CH:13]=2)=[C:8]([CH3:21])[CH:7]=1.[H-].[Na+].I[CH3:25]>CN(C=O)C.C(OCC)(=O)C>[O:1]1[CH2:5][CH2:4][N:3]=[C:2]1[C:6]1[CH:11]=[CH:10][C:9]([C:12]2[CH:13]=[CH:14][C:15]([C:18]([O:20][CH3:25])=[O:19])=[CH:16][CH:17]=2)=[C:8]([CH3:21])[CH:7]=1 |f:1.2|. Procedure: 4'-(4,5-Dihydrooxazol-2-yl)-2'-methylbiphenyl-4-carboxylic acid (D113) (0.92 g, 3.3 mmol) was stirred under Ar in dry DMF (20 ml), and sodium hydride (80% in mineral oil, 0.15 g, 5.0 mmol) was added. This mixture was stirred for 30 min, and then treated with iodomethane (0.22 ml, 3.5 mmol). After a further 15 min, the mixture was diluted with ethyl acetate (200 ml), washed with water and brine, dried (Na2SO4) and evaporated. The crude product was purified by chromatography on silica gel, eluting... Starting materials: O=CO, O=Cc1ccc([N+](=O)[O-])cc1, Cc1ccnc(N)n1, [Na+], [OH-], O. The product is Nc1nccc(C=Cc2ccc([N+](=O)[O-])cc2)n1. RXN SMILES: [CH:23]([OH:24])=[O:25].[N+:9](=[O:10])([O-:11])[c:12]1[cH:13][cH:14][c:15]([CH:16]=[O:17])[cH:18][cH:19]1.[NH2:1][c:2]1[n:3][cH:4][cH:5][c:6]([CH3:8])[n:7]1.[Na+:22].[OH-:21].[OH2:20]>>[NH2:1][c:2]1[n:3][cH:4][cH:5][c:6]([CH:8]=[CH:16][c:15]2[cH:14][cH:13][c:12]([N+:9](=[O:10])[O-:11])[cH:19][cH:18]2)[n:7]1. Starting materials: C(C1=CC=CC=C1)OC1=C(C=C(CO)C=C1)[N+](=O)[O-] (4-benzyloxy-3-nitrobenzyl alcohol), S(=O)(Cl)Cl (thionyl chloride). Reaction conditions: time 30 minute. Product: C(C1=CC=CC=C1)OC1=C(C=C(CCl)C=C1)[N+](=O)[O-] (4-benzyloxy-3-nitrobenzyl chloride). RXN SMILES: [CH2:1]([O:8][C:9]1[CH:16]=[CH:15][C:12]([CH2:13]O)=[CH:11][C:10]=1[N+:17]([O-:19])=[O:18])[C:2]1[CH:7]=[CH:6][CH:5]=[CH:4][CH:3]=1.S(Cl)([Cl:22])=O>>[CH2:1]([O:8][C:9]1[CH:16]=[CH:15][C:12]([CH2:13][Cl:22])=[CH:11][C:10]=1[N+:17]([O-:19])=[O:18])[C:2]1[CH:7]=[CH:6][CH:5]=[CH:4][CH:3]=1. Procedure details: Under agitation, 58.3 g of 4-benzyloxy-3-nitrobenzyl alcohol is introduced in incremental portions into 250 ml of thionyl chloride, stirred for 30 minutes at room temperature, and concentrated under vacuum. The residue is recrystallized from diisopropyl ether while decolorizing with active carbon, thus producing 50.9 g of 4-benzyloxy-3-nitrobenzyl chloride, mp 60°-61° C. Starting materials: O=C1CCC(=O)N1Br, N#Cc1ccc(N(C(=O)C(F)(F)F)c2cccc3c2CCCC3)cc1, ClC(Cl)(Cl)Cl, CC(C)(C#N)N=NC(C)(C)C#N, CN(C)C=O. Reaction SMILES: [Br:26][N:27]1[C:28](=[O:29])[CH2:30][CH2:31][C:32]1=[O:33].[C:1](#[N:2])[c:3]1[cH:4][cH:5][c:6]([N:9]([C:10]([C:11]([F:12])([F:13])[F:14])=[O:15])[c:16]2[cH:17][cH:18][cH:19][c:20]3[c:25]2[CH2:24][CH2:23][CH2:22][CH2:21]3)[cH:7][cH:8]1.[Cl:46][C:47]([Cl:48])([Cl:49])[Cl:50].[N:34]#[C:35][C:36]([N:37]=[N:38][C:39]([C:40]#[N:41])([CH3:42])[CH3:43])([CH3:44])[CH3:45].[O:51]=[CH:52][N:53]([CH3:54])[CH3:55]>>[C:1](#[N:2])[c:3]1[cH:4][cH:5][c:6]([N:9]([C:10]([C:11]([F:12])([F:13])[F:14])=[O:15])[c:16]2[cH:17][cH:18][cH:19][c:20]3[c:25]2[CH2:24][CH2:23][CH:22]=[CH:21]3)[cH:7][cH:8]1. The product is N#Cc1ccc(N(C(=O)C(F)(F)F)c2cccc3c2CCC=C3)cc1. As a reaction SMILES: Br[CH2:2][C:3]1[CH:12]=[CH:11][C:6]([C:7]([O:9][CH3:10])=[O:8])=[CH:5][CH:4]=1.[C:13]1([S:19]([N:22]2[CH2:27][CH2:26][NH:25][CH2:24][CH2:23]2)(=[O:21])=[O:20])[CH:18]=[CH:17][CH:16]=[CH:15][CH:14]=1.C(=O)([O-])[O-].[K+].[K+]>CC(=O)CC>[C:13]1([S:19]([N:22]2[CH2:27][CH2:26][N:25]([CH2:2][C:3]3[CH:12]=[CH:11][C:6]([C:7]([O:9][CH3:10])=[O:8])=[CH:5][CH:4]=3)[CH2:24][CH2:23]2)(=[O:21])=[O:20])[CH:18]=[CH:17][CH:16]=[CH:15][CH:14]=1 |f:2.3.4|. Solvent: CC(CC)=O (butan-2-one). Reactants: BrCC1=CC=C(C(=O)OC)C=C1 (methyl 4-bromomethylbenzoate), C1(=CC=CC=C1)S(=O)(=O)N1CCNCC1 (1-benzenesulphonylpiperazine), C([O-])([O-])=O.[K+].[K+] (potassium carbonate). The product is C1(=CC=CC=C1)S(=O)(=O)N1CCN(CC1)CC1=CC=C(C(=O)OC)C=C1 (Methyl 4-[1-(benzenesulphonyl)-piperazin-4-ylmethyl]-benzoate). Reported procedure: A mixture of 11.5 g. (50 mmole) methyl 4-bromomethylbenzoate, 11.3 g. (50 mmole) 1-benzenesulphonylpiperazine, 6.91 g. (50 mmole) powdered potassium carbonate and 100 ml. butan-2-one is maintained at reflux temperature for 20 hours, then suction filtered while hot and the filtrate evaporated. After cooling, the product is filtered off with suction and recrystallised from methanol to give 11.6 g. (62% of theory) of the desired product; m.p. 145°-146° C. The reactants are OC1=CC(OC1)=O (4-hydroxy-5H-furan-2-one), C(C1=CC=CC=C1)=O (benzaldehyde), N1C=C(C2=CC=CC=C12)CCNC(C)=O (N-[2-(1H-indol-3-yl)-ethyl]-acetamide). Yields the product OC1=C(C(OC1)=O)C(C=1NC2=CC=CC=C2C1CCNC(C)=O)C1=CC=CC=C1 (N-(2-{2-[(4-Hydroxy-2-oxo-2,5-dihydro-furan-3-yl)-phenyl-methyl]-1H-indol-3-yl}-ethyl)-acetamide). RXN SMILES: [OH:1][C:2]1[CH2:6][O:5][C:4](=[O:7])[CH:3]=1.[CH:8](=O)[C:9]1[CH:14]=[CH:13][CH:12]=[CH:11][CH:10]=1.[NH:16]1[C:24]2[C:19](=[CH:20][CH:21]=[CH:22][CH:23]=2)[C:18]([CH2:25][CH2:26][NH:27][C:28](=[O:30])[CH3:29])=[CH:17]1>>[OH:1][C:2]1[CH2:6][O:5][C:4](=[O:7])[C:3]=1[CH:8]([C:9]1[CH:14]=[CH:13][CH:12]=[CH:11][CH:10]=1)[C:17]1[NH:16][C:24]2[C:19]([C:18]=1[CH2:25][CH2:26][NH:27][C:28](=[O:30])[CH3:29])=[CH:20][CH:21]=[CH:22][CH:23]=2. Procedure: Using general procedure C, 4-hydroxy-5H-furan-2-one was reacted with benzaldehyde and N-[2-(1H-indol-3-yl)-ethyl]-acetamide to give the title compound as orange foam. MS: 391.1 ([M+H]+).